Dataset: the Open Reaction Database (ORD), a public repository of structured organic reaction records. Task: describe an organic reaction: reactants, conditions, products, and yield The reactants are CCOC(=O)C(C)Br, Cc1cc2cc(F)ccc2[nH]1, [H-], [Na+], CN(C)C=O. The product is CCOC(=O)C(C)n1c(C)cc2cc(F)ccc21. As a reaction SMILES: [Br:14][CH:15]([C:16](=[O:17])[O:18][CH2:19][CH3:20])[CH3:21].[F:3][c:4]1[cH:5][c:6]2[cH:7][c:8]([CH3:13])[nH:9][c:10]2[cH:11][cH:12]1.[H-:1].[Na+:2].[O:22]=[CH:23][N:24]([CH3:25])[CH3:26]>>[F:3][c:4]1[cH:5][c:6]2[cH:7][c:8]([CH3:13])[n:9]([CH:15]([C:16](=[O:17])[O:18][CH2:19][CH3:20])[CH3:21])[c:10]2[cH:11][cH:12]1. The product is C[NH-], COC(=O)CCNC(CC(C)C)C(=O)NC(Cc1ccccc1)C(=O)O. Reactants: C=CC(=O)OC, C[NH-], CCO, CC(C)CC(N)C(=O)NC(Cc1ccccc1)C(=O)O. As a reaction SMILES: [C:23]([CH:24]=[CH2:25])(=[O:26])[O:27][CH3:28].[CH3:21][NH-:22].[CH3:29][CH2:30][OH:31].[NH2:1][CH:2]([CH2:3][CH:4]([CH3:5])[CH3:6])[C:7](=[O:8])[NH:9][CH:10]([CH2:11][c:12]1[cH:13][cH:14][cH:15][cH:16][cH:17]1)[C:18](=[O:19])[OH:20]>>[CH3:21][NH-:22].[NH:1]([CH:2]([CH2:3][CH:4]([CH3:5])[CH3:6])[C:7](=[O:8])[NH:9][CH:10]([CH2:11][c:12]1[cH:13][cH:14][cH:15][cH:16][cH:17]1)[C:18](=[O:19])[OH:20])[CH2:25][CH2:24][C:23](=[O:26])[O:27][CH3:28]. The reactants are ice, C(C1=CC=CC=C1)N1C[C@@H](CC1)NC(=O)C1=CN(C2=NC=C(N=C21)C2=NN(C1=CC(=CC=C21)F)C)COCC[Si](C)(C)C (2-(6-fluoro-1-methyl-1H-indazol-3-yl)-5-(2-trimethylsilanyl-ethoxymethyl)-5H-pyrrolo[2,3-b]pyrazine-7-carboxylic acid ((R)-1-benzyl-pyrrolidin-3-yl)-amide), CN(C)C1=CC=CC2=C1C(=CC=C2)N(C)C (proton sponge), ClC(=O)OC(C)Cl (1-chloroethyl chloroformate). Solvent: ClCCCl (1,2 dichloroethane). Yields the product N1C[C@@H](CC1)NC(=O)C1=CN(C2=NC=C(N=C21)C2=NN(C1=CC(=CC=C21)F)C)COCC[Si](C)(C)C (2-(6-fluoro-1-methyl-1H-indazol-3-yl)-5-(2-trimethylsilanyl-ethoxymethyl)-5H-pyrrolo[2,3-b]pyrazine-7-carboxylic acid (R)-pyrrolidin-3-ylamide). Reaction SMILES: C([N:8]1[CH2:12][CH2:11][C@@H:10]([NH:13][C:14]([C:16]2[C:24]3[C:19](=[N:20][CH:21]=[C:22]([C:25]4[C:33]5[C:28](=[CH:29][C:30]([F:34])=[CH:31][CH:32]=5)[N:27]([CH3:35])[N:26]=4)[N:23]=3)[N:18]([CH2:36][O:37][CH2:38][CH2:39][Si:40]([CH3:43])([CH3:42])[CH3:41])[CH:17]=2)=[O:15])[CH2:9]1)C1C=CC=CC=1.CN(C1C2C(N(C)C)=CC=CC=2C=CC=1)C.ClC(OC(Cl)C)=O>ClCCCl>[NH:8]1[CH2:12][CH2:11][C@@H:10]([NH:13][C:14]([C:16]2[C:24]3[C:19](=[N:20][CH:21]=[C:22]([C:25]4[C:33]5[C:28](=[CH:29][C:30]([F:34])=[CH:31][CH:32]=5)[N:27]([CH3:35])[N:26]=4)[N:23]=3)[N:18]([CH2:36][O:37][CH2:38][CH2:39][Si:40]([CH3:43])([CH3:42])[CH3:41])[CH:17]=2)=[O:15])[CH2:9]1. Procedure details: To a 100 ml round bottom flask containing 2-(6-fluoro-1-methyl-1H-indazol-3-yl)-5-(2-trimethylsilanyl-ethoxymethyl)-5H-pyrrolo[2,3-b]pyrazine-7-carboxylic acid ((R)-1-benzyl-pyrrolidin-3-yl)-amide (530 mg, 0.88 mmol) and proton sponge (132 mg, 0.62 mmol) was added 1,2 dichloroethane (20 ml). The clear solution was stirred under nitrogen and cooled in an ice bath for 10 min. To this was added 1-chloroethyl chloroformate (0.19 ml, 1.77 mmol). The reaction was stirred in the ice bath for 5 min, the... Starting materials: CCOC(=O)C (EtOAc), Cl.N[C@@H](C)C(=O)N1[C@H](C(=O)O)CCC1 (L-alanyl-L-proline hydrochloride), C(C1=CC=CC=C1)(=O)C=CC(=O)O (3-benzoylacrylic acid), C([O-])(O)=O.[Na+] (sodium bicarbonate). Run in C(CCC)O (BuOH), CC(=O)O (HOAc), CO (methanol), O (H2O). Conditions: time 48 hour. The product is C(=O)(O)C(CC(C1=CC=CC=C1)=O)N[C@@H](C)C(=O)N1[C@H](C(=O)O)CCC1 (N-(1-Carboxy-3-oxo-3-phenylpropyl)-L-alanyl-L-proline). Reaction SMILES: Cl.[NH2:2][C@H:3]([C:5]([N:7]1[CH2:14][CH2:13][CH2:12][C@H:8]1[C:9]([OH:11])=[O:10])=[O:6])[CH3:4].[C:15]([CH:23]=[CH:24][C:25]([OH:27])=[O:26])(=[O:22])[C:16]1[CH:21]=[CH:20][CH:19]=[CH:18][CH:17]=1.C(=O)(O)[O-].[Na+].CCOC(C)=O>CO.O.CC(O)=O.C(O)CCC>[C:25]([CH:24]([NH:2][C@H:3]([C:5]([N:7]1[CH2:14][CH2:13][CH2:12][C@H:8]1[C:9]([OH:11])=[O:10])=[O:6])[CH3:4])[CH2:23][C:15](=[O:22])[C:16]1[CH:21]=[CH:20][CH:19]=[CH:18][CH:17]=1)([OH:27])=[O:26] |f:0.1,3.4|. Procedure: To a solution of L-alanyl-L-proline hydrochloride (2.26 g; 10.2 mmol) and 3-benzoylacrylic acid (1.97 g; 11.2 mmol) in methanol (50 ml) there was added sodium bicarbonate (1.71 g; 20.3 mmol) and the mixture was stirred for 48 hours. After filtration and evaporation, the residue was purified on DOWEX 50W-XY using 10:1 H2O:CH3OH and then 50:1 H2 :pyr as eluants. Freeze drying of the H2 :pyr fractions gave the product as a mixture (1:1) of diastereomers (2.68 g; 7.40 mmol; 73%). MS: m/e 461 (bis tr... Reported procedure: A 3.3 g. portion of 9-aminocarbonyl-9-(2-cyanoethyl)fluorene from Example 27 was hydrogenated in 95 ml. of glacial acetic acid under 4 atmospheres of hydrogen pressure for two hours at 24° C. in the presence of 1.5 g. of platinum oxide catalyst. The reaction mixture was filtered to remove the catalyst and the solvent was removed by evaporation under reduced pressure. The product which remained was dissolved in ethyl acetate and then extracted into 1 N hydrochloric acid. The aqueous acid layer wa... Solvent: Cl (hydrochloric acid). The reactants are NC(=O)C1(C2=CC=CC=C2C=2C=CC=CC12)CCC#N (9-aminocarbonyl-9-(2-cyanoethyl)fluorene), C(C)(=O)O (acetic acid), [H][H] (hydrogen). Reagents/catalysts: [Pt]=O (platinum oxide). As a reaction SMILES: [NH2:1][C:2]([C:4]1([CH2:17][CH2:18][C:19]#[N:20])[C:16]2[CH:15]=[CH:14][CH:13]=[CH:12][C:11]=2[C:10]2[C:5]1=[CH:6][CH:7]=[CH:8][CH:9]=2)=[O:3].C(O)(=O)C.[H][H]>[Pt]=O.Cl>[NH2:20][CH2:19][CH2:18][CH2:17][C:4]1([C:2]([NH2:1])=[O:3])[C:16]2[CH:15]=[CH:14][CH:13]=[CH:12][C:11]=2[C:10]2[C:5]1=[CH:6][CH:7]=[CH:8][CH:9]=2. Product: NCCCC1(C2=CC=CC=C2C=2C=CC=CC12)C(=O)N (9-(3-Aminopropyl)-9-aminocarbonylfluorene). The reactants are C1(CCCC1)C1=NC=2CC(CC(C2C(=C1C(=O)C1=CC=C(C=C1)C(F)(F)F)C1=CC(=C(C=C1)F)F)O)(C)C ([2-cyclopentyl-4-(3,4-difluorophenyl)-5-hydroxy-7,7-dimethyl-5,6,7,8-tetrahydro-quinolin-3-yl]-(4-trifluoromethylphenyl)-methanone), N1=C(C=CC=C1C)C (lutidine), FC(S(=O)(=O)O[Si](C)(C)C(C)(C)C)(F)F (tert-butyl-dimethylsilyl trifluoromethanesulphonate). Run in C1(=CC=CC=C1)C (toluene), C1(=CC=CC=C1)C (toluene). Conditions: temperature 20 celsius, time 3 hour. The product is [Si](C)(C)(C(C)(C)C)OC1C=2C(=C(C(=NC2CC(C1)(C)C)C1CCCC1)C(=O)C1=CC=C(C=C1)C(F)(F)F)C1=CC(=C(C=C1)F)F ([5-(tert-Butyldimethylsilanyloxy)-2-cyclopentyl-4-(3,4-difluorophenyl)-7,7-dimethyl-5,6,7,8-tetrahydroquinolin-3-yl]-(4-trifluoromethylphenyl)-methanone). Reaction SMILES: [CH:1]1([C:6]2[C:15]([C:16]([C:18]3[CH:23]=[CH:22][C:21]([C:24]([F:27])([F:26])[F:25])=[CH:20][CH:19]=3)=[O:17])=[C:14]([C:28]3[CH:33]=[CH:32][C:31]([F:34])=[C:30]([F:35])[CH:29]=3)[C:13]3[CH:12]([OH:36])[CH2:11][C:10]([CH3:38])([CH3:37])[CH2:9][C:8]=3[N:7]=2)[CH2:5][CH2:4][CH2:3][CH2:2]1.N1C(C)=CC=CC=1C.FC(F)(F)S(O[Si:53]([C:56]([CH3:59])([CH3:58])[CH3:57])([CH3:55])[CH3:54])(=O)=O>C1(C)C=CC=CC=1>[Si:53]([O:36][CH:12]1[CH2:11][C:10]([CH3:38])([CH3:37])[CH2:9][C:8]2[N:7]=[C:6]([CH:1]3[CH2:5][CH2:4][CH2:3][CH2:2]3)[C:15]([C:16]([C:18]3[CH:23]=[CH:22][C:21]([C:24]([F:26])([F:27])[F:25])=[CH:20][CH:19]=3)=[O:17])=[C:14]([C:28]3[CH:33]=[CH:32][C:31]([F:34])=[C:30]([F:35])[CH:29]=3)[C:13]1=2)([C:56]([CH3:59])([CH3:58])[CH3:57])([CH3:55])[CH3:54]. Reported procedure: 0.529 g (1 mmol) of [2-cyclopentyl-4-(3,4-difluorophenyl)-5-hydroxy-7,7-dimethyl-5,6,7,8-tetrahydro-quinolin-3-yl]-(4-trifluoromethylphenyl)-methanone are dissolved in 6 ml of abs. toluene and admixed with 0.465 ml of lutidine at −5° C. At from −5° C. to −10° C., 0.459 ml (2 mmol) of tert-butyl-dimethylsilyl trifluoromethanesulphonate is added. The mixture is stirred at 20° C. for 3 hours. The mixture is diluted with toluene, the reaction is quenched with 10% strength aqueous ammonium chloride s... The reactants are resultant mixture, [OH-].[Na+] (sodium hydroxide), COC(C1=C(C(=C(C(=C1)Cl)N)[N+](=O)[O-])OC)=O (4-amino-5-chloro-2-methoxy-3-nitro-benzoic acid methyl ester), O.O.[Sn](Cl)Cl (tin(II) chloride dihydrate), C(=O)O (formic acid), O (water). Conditions: temperature 130 celsius. The product is COC(=O)C1=C(C2=C(N=CN2)C(=C1)Cl)OC (7-Chloro-4-methoxy-3H-benzoimidazole-5-carboxylic acid methyl ester). The yield is 31.0%. Reaction SMILES: [CH3:1][O:2][C:3](=[O:17])[C:4]1[CH:9]=[C:8]([Cl:10])[C:7]([NH2:11])=[C:6]([N+:12]([O-])=O)[C:5]=1[O:15][CH3:16].O.O.[Sn](Cl)Cl.O.[OH-].[Na+].[CH:26](O)=O>>[CH3:1][O:2][C:3]([C:4]1[CH:9]=[C:8]([Cl:10])[C:7]2[N:11]=[CH:26][NH:12][C:6]=2[C:5]=1[O:15][CH3:16])=[O:17] |f:1.2.3,5.6|. Procedure details: To a solution of 4-amino-5-chloro-2-methoxy-3-nitro-benzoic acid methyl ester (1.00 g, 3.84 mmol, prepared as described in J. Med. Chem., 2006, 49, 4762-4766) in formic acid (10.5 mL), was added tin(II) chloride dihydrate (2.6 g, 11.5 mmol). The reaction mixture was heated at 130° C. in the microwave for 10 min. Upon cooling to RT, water was added (50 mL) and the pH of the resultant mixture was adjusted to ˜7 by careful addition of 5 M sodium hydroxide. The resultant mixture was filtered through...